The task is: describe an organic reaction: reactants, conditions, products, and yield. This data is from the Open Reaction Database (ORD), a public repository of structured organic reaction records. Starting materials: COC=1C=C(C=C(C1OCOC)OC)C(C[N+](=O)[O-])O (1-[3,5-dimethoxy-4-(methoxymethoxy)-phenyl]-2-nitro-1-ethanol). Reagents/catalysts: [Pd] (palladium on charcoal). Solvent: C(C)O (ethanol). Conditions: time 6 hour. Yields the product NCC(O)C1=CC(=C(C(=C1)OC)OCOC)OC (2-amino-1-[3,5-dimethoxy-4-(methoxymethoxy)phenyl]-1-ethanol). Isolated yield 81.2%. As a reaction SMILES: [CH3:1][O:2][C:3]1[CH:4]=[C:5]([CH:15]([OH:20])[CH2:16][N+:17]([O-])=O)[CH:6]=[C:7]([O:13][CH3:14])[C:8]=1[O:9][CH2:10][O:11][CH3:12]>C(O)C.[Pd]>[NH2:17][CH2:16][CH:15]([C:5]1[CH:6]=[C:7]([O:13][CH3:14])[C:8]([O:9][CH2:10][O:11][CH3:12])=[C:3]([O:2][CH3:1])[CH:4]=1)[OH:20]. Reported procedure: To a solution of 1-[3,5-dimethoxy-4-(methoxymethoxy)-phenyl]-2-nitro-1-ethanol (11.78 g, 41.0 mmol) in ethanol (100 ml) was added 10% palladium on charcoal (3.5 g), followed by hydrogenation at room temperature for 6 hours. After completion of the reaction, the catalyst was filtered off. The filtrate was concentrated, whereby the title compound (8.57 g, yield: 81.6%) was obtained as colorless crystals. Starting materials: CC(C)(O)C1CCN(Cc2ccc3nc(Cl)nc(N4CCOCC4)c3n2)CC1, Nc1ccccc1N. Product: CC(C)(O)C1CCN(Cc2ccc3nc(Nc4ccccc4N)nc(N4CCOCC4)c3n2)CC1. As a reaction SMILES: [Cl:1][c:2]1[n:3][c:4]([N:23]2[CH2:24][CH2:25][O:26][CH2:27][CH2:28]2)[c:5]2[c:6]([n:7]1)[cH:8][cH:9][c:10]([CH2:12][N:13]1[CH2:14][CH2:15][CH:16]([C:19]([CH3:20])([CH3:21])[OH:22])[CH2:17][CH2:18]1)[n:11]2.[NH2:29][c:30]1[c:31]([NH2:36])[cH:32][cH:33][cH:34][cH:35]1>>[c:2]1([NH:36][c:31]2[c:30]([NH2:29])[cH:35][cH:34][cH:33][cH:32]2)[n:3][c:4]([N:23]2[CH2:24][CH2:25][O:26][CH2:27][CH2:28]2)[c:5]2[c:6]([n:7]1)[cH:8][cH:9][c:10]([CH2:12][N:13]1[CH2:14][CH2:15][CH:16]([C:19]([CH3:20])([CH3:21])[OH:22])[CH2:17][CH2:18]1)[n:11]2.